From a dataset of the Open Reaction Database (ORD), a public repository of structured organic reaction records. describe an organic reaction: reactants, conditions, products, and yield The reactants are II, C(CN(CC(=O)O)CC(=O)O)N(CC(=O)O)CC(=O)O (EDTA), [OH-].[K+] (KOH), Sepigel 305, polyacrylamide, isoparaffin, CCCCCCCCCCCCOCCOCCOCCOCCOCCOCCOCCO (Laureth-7), II, CCCCCCCCCCCCCCCCCCOCCOCCOCCOCCOCCOCCOCCOCCOCCOCCOCCOCCOCCOCCOCCOCCOCCOCCOCCOCCO (Brij 72), CCCCCCCCCCCCCCCCCCOCCO (Steareth-21), cetearyl alcohol, C(CCCCCCCCCCCCC)(=O)OCC(O)CO (glyceryl monomyristate), CC1=CC(=C(C(=C1)C(C)(C)C)O)C(C)(C)C (BHT), O(C1=CC=CC=C1)C(C)O (phenoxyethanol), C(CCC)OC(=O)C1=CC=C(O)C=C1 (butylparaben). Solvent: O (water), OCC(O)CO (glycerin). Reaction conditions: temperature 80 celsius. The product is CCCCC(CC)COC(=O)/C=C/C=1C=CC(=CC1)OC (Parsol), ( II ). RXN SMILES: CCCCCCCCC[CH2:10][CH2:11][CH2:12][CH2:13][CH2:14][CH2:15][CH2:16][CH2:17][CH2:18][O:19][CH2:20][CH2:21]OCCOCCOCCOCCOCCOCCOCCOCCOCCOCCOCCOCCOCCOCCOCCOCCOCCOCCOCCO.[CH3:80][CH2:81][CH2:82][CH2:83]CCCCCCCCCCCCCCOCCO.[C:102](OCC(CO)O)(=[O:116])CCCCCCCCCCCCC.[CH3:123][C:124]1C=C(C(C)(C)C)C(O)=C(C(C)(C)C)C=1.[O:139](C(O)C)C1C=CC=CC=1.C(OC(C1C=CC(O)=CC=1)=O)CCC.C(N(CC(O)=O)CC(O)=O)CN(CC(O)=O)CC(O)=O.[OH-].[K+].CCCCCCCCCCCCOCCOCCOCCOCCOCCOCCOCCO>O.OCC(CO)O>[CH3:80][CH2:81][CH2:82][CH2:83][CH:21]([CH2:20][O:19][C:18](/[CH:17]=[CH:16]/[C:15]1[CH:14]=[CH:13][C:12]([O:116][CH3:102])=[CH:11][CH:10]=1)=[O:139])[CH2:123][CH3:124] |f:7.8|. Reported procedure: The hyperbranched chromophore II (5.0 g, corresponding to 5% (w/w) UV-filter/sunscreen) was dissolved in Tegosoft TN at 80° C. and added to a mixture of Brij 72 (INCI: Steareth-2) (2.0 g), Brij 721 (INCI: Steareth-21) (2.0 g), Lanette O (cetearyl alcohol) (2.0 g), Estol GMM 3650 (glyceryl monomyristate) (2.0 g), BHT (butylhydroxytoluene) (0.05 g) and Phenonip (phenoxyethanol and methyl-, ethyl-, propyl-, butylparaben) (0.8 g). The mixture was shortly heated to 80° C. in order to melt solid emuls... Reactants: CCc1ccc(CC(NC(=O)N2CCC(N3Cc4ccccc4NC3=O)CC2)C(=O)OC)cc1CC, CO, [Na+], [OH-]. The product is CCc1ccc(CC(NC(=O)N2CCC(N3Cc4ccccc4NC3=O)CC2)C(=O)O)cc1CC. As a reaction SMILES: [CH2:1]([CH3:2])[c:3]1[cH:4][c:5]([CH2:11][CH:12]([C:13](=[O:14])[O:15][CH3:16])[NH:17][C:18](=[O:19])[N:20]2[CH2:21][CH2:22][CH:23]([N:26]3[C:27](=[O:36])[NH:28][c:29]4[cH:30][cH:31][cH:32][cH:33][c:34]4[CH2:35]3)[CH2:24][CH2:25]2)[cH:6][cH:7][c:8]1[CH2:9][CH3:10].[CH3:39][OH:40].[Na+:38].[OH-:37]>>[CH2:1]([CH3:2])[c:3]1[cH:4][c:5]([CH2:11][CH:12]([C:13](=[O:14])[OH:15])[NH:17][C:18](=[O:19])[N:20]2[CH2:21][CH2:22][CH:23]([N:26]3[C:27](=[O:36])[NH:28][c:29]4[cH:30][cH:31][cH:32][cH:33][c:34]4[CH2:35]3)[CH2:24][CH2:25]2)[cH:6][cH:7][c:8]1[CH2:9][CH3:10]. Starting materials: ClC=1C=C2C=C(NC2=CC1)S(=O)(=O)N1CCNCC1 (1-(5-chloroindol-2-ylsulphonyl)piperazine), Cl.CN(CCCN=C=NCC)C (1-(3-dimethylaminopropyl)-3-ethylcarbodi-imide hydrochloride), N1=CC=C(C=C1)C1=NC=C(C(=O)O)C=C1 (6-(4-pyridyl)nicotinic acid). Run in CN(C=O)C (dimethylformamide), CN(C)C=O (DMF). Reaction conditions: time 8 hour. Yields the product ClC=1C=C2C=C(NC2=CC1)S(=O)(=O)N1CCN(CC1)C(C1=CN=C(C=C1)C1=CC=NC=C1)=O (1-(5-chloroindol-2-ylsulphonyl)-4-[6-(4-pyridyl)nicotinoyl]piperazine). Isolated yield 70.5%. RXN SMILES: [N:1]1[CH:6]=[CH:5][C:4]([C:7]2[CH:15]=[CH:14][C:10]([C:11]([OH:13])=O)=[CH:9][N:8]=2)=[CH:3][CH:2]=1.[Cl:16][C:17]1[CH:18]=[C:19]2[C:23](=[CH:24][CH:25]=1)[NH:22][C:21]([S:26]([N:29]1[CH2:34][CH2:33][NH:32][CH2:31][CH2:30]1)(=[O:28])=[O:27])=[CH:20]2.Cl.CN(C)CCCN=C=NCC>CN(C)C=O>[Cl:16][C:17]1[CH:18]=[C:19]2[C:23](=[CH:24][CH:25]=1)[NH:22][C:21]([S:26]([N:29]1[CH2:34][CH2:33][N:32]([C:11](=[O:13])[C:10]3[CH:14]=[CH:15][C:7]([C:4]4[CH:3]=[CH:2][N:1]=[CH:6][CH:5]=4)=[N:8][CH:9]=3)[CH2:31][CH2:30]1)(=[O:28])=[O:27])=[CH:20]2 |f:2.3|. Procedure: A stirred suspension of 6-(4-pyridyl)nicotinic acid (400 mg, 2 mmol) in dimethylformamide, DMF, (10 ml) was treated with 1-(5-chloroindol-2-ylsulphonyl)piperazine (600 mg, 2 mmol, 1 mol eq.) and 1-(3-dimethylaminopropyl)-3-ethylcarbodi-imide hydrochloride (EDAC, 460 mg, 2.4 mmol, 1.2 mol eq.). After stirring overnight the solvent was removed in vacuo and the residue chromatographed (Isolute 20 g silica cartridge, eluting with dichloromethane containing 2.5%-5% v/v of methanol) to yield 1-(5-chlo...